This data is from the Open Reaction Database (ORD), a public repository of structured organic reaction records. The task is: describe an organic reaction: reactants, conditions, products, and yield Reactants: C(C1=CC=CC=C1)OC1=CC(=C2C=CC(NC2=C1)=O)C(CCl)=O (7-benzyloxy-5-(2-chloro-acetyl)-1H-quinolin-2-one), [Cl-].[Na+] (sodium chloride), [BH4-].[Li+] (lithium borohydride), [OH-].[Na+] (sodium hydroxide). Run in O1CCCC1 (tetrahydrofuran). Reaction conditions: time 30 minute. Yields the product C(C1=CC=CC=C1)OC1=CC(=C2C=CC(NC2=C1)=O)C1OC1 (7-benzyloxy-5-oxiranyl-1H-quinolin-2-one). Reaction SMILES: [CH2:1]([O:8][C:9]1[CH:18]=[C:17]2[C:12]([CH:13]=[CH:14][C:15](=[O:19])[NH:16]2)=[C:11]([C:20](=[O:23])[CH2:21]Cl)[CH:10]=1)[C:2]1[CH:7]=[CH:6][CH:5]=[CH:4][CH:3]=1.[BH4-].[Li+].[OH-].[Na+].[Cl-].[Na+]>O1CCCC1>[CH2:1]([O:8][C:9]1[CH:18]=[C:17]2[C:12]([CH:13]=[CH:14][C:15](=[O:19])[NH:16]2)=[C:11]([CH:20]2[CH2:21][O:23]2)[CH:10]=1)[C:2]1[CH:7]=[CH:6][CH:5]=[CH:4][CH:3]=1 |f:1.2,3.4,5.6|. Reported procedure: 6.0 g (18.3 mmol) 7-benzyloxy-5-(2-chloro-acetyl)-1H-quinolin-2-one are placed in 150 mL tetrahydrofuran and at 0 to 5° C. combined with 434 mg (19.9 mmol) lithium borohydride. The mixture is stirred for 30 minutes, then 43 mL of a 2.5 molar sodium hydroxide solution are added and the mixture is stirred for a further 4 hours wwhile being heated to ambient temperature. The mixture is combined with sodium chloride solution, filtered and extracted repeatedly with ethyl acetate/tetrahydrofuran (1:1)... The reactants are C#Cc1c[nH]c2ncncc12, CCO, [H][H], [OH-], [OH-], [Pd+2]. The product is CCc1c[nH]c2ncncc12. Reaction SMILES: [C:1](#[CH:2])[c:3]1[cH:4][nH:5][c:6]2[n:7][cH:8][n:9][cH:10][c:11]12.[CH3:14][CH2:15][OH:16].[H:12][H:13].[OH-:17].[OH-:19].[Pd+2:18]>>[CH2:1]([CH3:2])[c:3]1[cH:4][nH:5][c:6]2[n:7][cH:8][n:9][cH:10][c:11]12.